From a dataset of the Open Reaction Database (ORD), a public repository of structured organic reaction records. describe an organic reaction: reactants, conditions, products, and yield The reactants are O=C(NC1(C(=O)O)C2CC3C1C3(C(=O)O)C2)OCc1ccccc1, CCO, [H][H], O. The product is NC1(C(=O)O)C2CC3C1C3(C(=O)O)C2. RXN SMILES: [CH2:1]([O:2][C:3](=[O:4])[NH:11][C:12]1([C:22](=[O:23])[OH:24])[CH:13]2[C:14]3([C:19](=[O:20])[OH:21])[CH:15]2[CH2:16][CH:17]1[CH2:18]3)[c:5]1[cH:6][cH:7][cH:8][cH:9][cH:10]1.[CH2:28]([OH:29])[CH3:30].[H:25][H:26].[OH2:27]>>[NH2:11][C:12]1([C:22](=[O:23])[OH:24])[CH:13]2[C:14]3([C:19](=[O:20])[OH:21])[CH:15]2[CH2:16][CH:17]1[CH2:18]3.